This data is from the Open Reaction Database (ORD), a public repository of structured organic reaction records. The task is: describe an organic reaction: reactants, conditions, products, and yield Starting materials: C(O)([O-])=O.[Na+] (sodium hydrogen carbonate), ClC1=CC=C(C=C1)C=1NC(=C(N1)C1=CC=CC=C1)CC(=O)N (2-(4-chlorophenyl)-4-phenylimidazol-5-yl acetamide), P(=O)(Cl)(Cl)Cl (phosphorus oxychloride), CN(C=O)C (N,N-dimethylformamide), ice water, C(C)(=O)OCC (ethyl acetate). Conditions: time 1 hour. The product is ClC1=CC=C(C=C1)C=1N(C(=C(N1)C1=CC=CC=C1)C#N)C (2-(4-chlorophenyl)-5-cyano-methyl-4-phenylimidazole). As a reaction SMILES: [Cl:1][C:2]1[CH:7]=[CH:6][C:5]([C:8]2[NH:9][C:10](CC(N)=O)=[C:11]([C:13]3[CH:18]=[CH:17][CH:16]=[CH:15][CH:14]=3)[N:12]=2)=[CH:4][CH:3]=1.P(Cl)(Cl)(Cl)=O.C(O[CH2:32][CH3:33])(=O)C.C(=O)([O-])O.[Na+].C[N:40](C)C=O>>[Cl:1][C:2]1[CH:7]=[CH:6][C:5]([C:8]2[N:9]([CH3:10])[C:33]([C:32]#[N:40])=[C:11]([C:13]3[CH:14]=[CH:15][CH:16]=[CH:17][CH:18]=3)[N:12]=2)=[CH:4][CH:3]=1 |f:3.4|. Procedure: To a solution of 2-(4-chlorophenyl)-4-phenylimidazol-5-yl acetamide (10.00 g) in N,N-dimethylformamide (50 ml) was added dropwise 8.9 ml of phosphorus oxychloride (8.9 ml) below 20° C., and the mixture was stirred at room temperature for one hour. To the reaction mixture were added ice-water and ethyl acetate, and the mixture was neutralized by sodium hydrogen carbonate. The organic layer was collected, washed with brine, and dried over anhydrous sodium sulfate and the solvent was removed under ... The reactants are C(C)(=O)C=1C=CC(=C(C1)CC(=O)OC)O (Methyl 2-(5-acetyl-2-hydroxyphenyl)acetate), ice, CCCCCC (hexane), C(C1=CC=CC=C1)Br (benzyl bromide), C([O-])([O-])=O.[K+].[K+] (potassium carbonate). Run in CN(C=O)C (N,N-dimethylformamide), O (water). Reaction conditions: time 16 hour. Yields the product C(C)(=O)C=1C=CC(=C(C1)CC(=O)OC)OCC1=CC=CC=C1 (methyl 2-(5-acetyl-2-benzyloxyphenyl)acetate). As a reaction SMILES: [C:1]([C:4]1[CH:5]=[CH:6][C:7]([OH:15])=[C:8]([CH2:10][C:11]([O:13][CH3:14])=[O:12])[CH:9]=1)(=[O:3])[CH3:2].[CH2:16](Br)[C:17]1[CH:22]=[CH:21][CH:20]=[CH:19][CH:18]=1.C(=O)([O-])[O-].[K+].[K+].CCCCCC>CN(C)C=O.O>[C:1]([C:4]1[CH:5]=[CH:6][C:7]([O:15][CH2:16][C:17]2[CH:22]=[CH:21][CH:20]=[CH:19][CH:18]=2)=[C:8]([CH2:10][C:11]([O:13][CH3:14])=[O:12])[CH:9]=1)(=[O:3])[CH3:2] |f:2.3.4|. Procedure details: Methyl 2-(5-acetyl-2-hydroxyphenyl)acetate (8.0 g) was dissolved in 120 ml of N,N-dimethylformamide, 5 ml of benzyl bromide and 5.8 g of potassium carbonate were added to the solution, and the mixture was stirred at room temperature for 16 hours. About 100 g of ice and 200 ml of hexane were added to the reaction solution, and the mixture was vigorously stirred while adding 200 ml of water. Thereafter, the precipitated crystals were collected by filtration and recrystallized from methylene chlori... Starting materials: C(=O)(C(F)(F)F)O (TFA), N1=CC=C(C=C1)N1CCC2(CCN(CC2)C(=O)C=2N=C3N(CCN(C3)C(=O)OC(C)(C)C)C2)CC1 (tert-butyl 2-(9-(pyridin-4-yl)-3,9-diazaspiro[5.5]undecane-3-carbonyl)-5,6-dihydroimidazo[1,2-a]pyrazine-7(8H)-carboxylate). Solvent: C(Cl)Cl (DCM). Reaction conditions: temperature 25 celsius, time 2 hour. Yields the product N1=CC=C(C=C1)N1CCC2(CCN(CC2)C(=O)C=2N=C3N(CCNC3)C2)CC1 ((9-(Pyridin-4-yl)-3,9-diazaspiro[5.5]undecan-3-yl)(5,6,7,8-tetrahydroimidazo[1,2-a]pyrazin-2-yl)methanone). Reaction SMILES: C(O)(C(F)(F)F)=O.[N:8]1[CH:13]=[CH:12][C:11]([N:14]2[CH2:42][CH2:41][C:17]3([CH2:22][CH2:21][N:20]([C:23]([C:25]4[N:26]=[C:27]5[CH2:32][N:31](C(OC(C)(C)C)=O)[CH2:30][CH2:29][N:28]5[CH:40]=4)=[O:24])[CH2:19][CH2:18]3)[CH2:16][CH2:15]2)=[CH:10][CH:9]=1>C(Cl)Cl>[N:8]1[CH:13]=[CH:12][C:11]([N:14]2[CH2:42][CH2:41][C:17]3([CH2:18][CH2:19][N:20]([C:23]([C:25]4[N:26]=[C:27]5[CH2:32][NH:31][CH2:30][CH2:29][N:28]5[CH:40]=4)=[O:24])[CH2:21][CH2:22]3)[CH2:16][CH2:15]2)=[CH:10][CH:9]=1. Procedure: TFA (2.5 ml) was added to a cooled (0° C.) solution of tert-butyl 2-(9-(pyridin-4-yl)-3,9-diazaspiro[5.5]undecane-3-carbonyl)-5,6-dihydroimidazo[1,2-a]pyrazine-7(8H)-carboxylate (0.86 mmol, 1.0 equiv.) in DCM (10 ml), and the mixture was stirred for 2 h at 25° C. When the reaction was complete (TLC monitoring), the solvent was removed in vacuo in order thus to yield the desired product in the form of a yellow solid. This was used directly in the next stage without further purification. Reactants: C(C=CC1=CC=CC=C1)#N (cinnamonitrile), CC1=CC(=NN1)N (5-methyl-1H-pyrazole-3-amine), COCCN (2-methoxyethanamine). Product: COCCNC1=NC(=NC(=C1)NC1=NNC(=C1)C)C=CC1=CC=CC=C1 (N4-(2-methoxyethyl)-N6-(5methyl-1H-pyrazol-3-yl)-2-styrylpyrimidine-4,6-diamine). RXN SMILES: [C:1](#[N:10])[CH:2]=[CH:3][C:4]1[CH:9]=[CH:8][CH:7]=[CH:6][CH:5]=1.[CH3:11][C:12]1[NH:16][N:15]=[C:14]([NH2:17])[CH:13]=1.[CH3:18][O:19][CH2:20][CH2:21][NH2:22]>>[CH3:18][O:19][CH2:20][CH2:21][NH:22][C:3]1[CH:2]=[C:1]([NH:17][C:14]2[CH:13]=[C:12]([CH3:11])[NH:16][N:15]=2)[N:10]=[C:1]([CH:2]=[CH:3][C:4]2[CH:9]=[CH:8][CH:7]=[CH:6][CH:5]=2)[N:10]=1. Procedure: Example 163 was synthesized via Scheme 6 according to the general scheme provided above with the appropriate starting materials cinnamonitrile, 5-methyl-1H-pyrazole-3-amine, and 2-methoxyethanamine. Structure of the target was confirmed by 1H-NMR. The 1H-NMR is attached. Starting materials: Cc1ccccc1, COS(=O)(=O)OC, CSc1nc(=O)n(C2CCCCC2)c(=O)[nH]1, [Na+], [Na], [OH-], O. Product: CSc1nc(=O)n(C2CCCCC2)c(=O)n1C. RXN SMILES: [CH3:1][c:2]1[cH:3][cH:4][cH:5][cH:6][cH:7]1.[CH3:25][O:26][S:27]([O:28][CH3:29])(=[O:30])=[O:31].[CH:9]1([n:15]2[c:16](=[O:24])[nH:17][c:18]([S:22][CH3:23])[n:19][c:20]2=[O:21])[CH2:10][CH2:11][CH2:12][CH2:13][CH2:14]1.[Na+:33].[Na:8].[OH-:32].[OH2:34]>>[CH3:1][n:19]1[c:18]([S:22][CH3:23])[n:17][c:16](=[O:24])[n:15]([CH:9]2[CH2:10][CH2:11][CH2:12][CH2:13][CH2:14]2)[c:20]1=[O:21]. Reactants: O=C(O)Cc1ccc(OCc2ccccc2)cc1, O=S(Cl)Cl. Product: O=C(O)Cc1ccc(OCc2ccccc2)cc1, [Cl-]. Reaction SMILES: [CH2:1]([c:2]1[cH:3][cH:4][cH:5][cH:6][cH:7]1)[O:8][c:9]1[cH:10][cH:11][c:12]([CH2:15][C:16](=[O:17])[OH:18])[cH:13][cH:14]1.[S:19]([Cl:20])([Cl:21])=[O:22]>>[CH2:1]([c:2]1[cH:3][cH:4][cH:5][cH:6][cH:7]1)[O:8][c:9]1[cH:10][cH:11][c:12]([CH2:15][C:16](=[O:17])[OH:18])[cH:13][cH:14]1.[Cl-:21]. Starting materials: C([O-])([O-])=O.[K+].[K+] (potassium carbonate), C(C)(C)(C)OC(=O)N1CCC(CC1)C1=C(C=C(C(=C1)F)O)O (4-(5-fluoro-2,4-dihydroxyphenyl)piperidine-1-carboxylic acid tert-butyl ester), C(C1=CC=CC=C1)Br (benzyl bromide). Run in CC(=O)C (acetone). Run at temperature 50 celsius. Yields the product C(C)(C)(C)OC(=O)N1CCC(CC1)C1=C(C=C(C(=C1)F)OCC1=CC=CC=C1)OCC1=CC=CC=C1 (4-(2,4-Bis(benzyloxy)-5-fluorophenyl)piperidine-1-carboxylic acid tert-butyl ester). RXN SMILES: C(=O)([O-])[O-].[K+].[K+].[C:7]([O:11][C:12]([N:14]1[CH2:19][CH2:18][CH:17]([C:20]2[CH:25]=[C:24]([F:26])[C:23]([OH:27])=[CH:22][C:21]=2[OH:28])[CH2:16][CH2:15]1)=[O:13])([CH3:10])([CH3:9])[CH3:8].[CH2:29](Br)[C:30]1[CH:35]=[CH:34][CH:33]=[CH:32][CH:31]=1>CC(C)=O>[C:7]([O:11][C:12]([N:14]1[CH2:19][CH2:18][CH:17]([C:20]2[CH:25]=[C:24]([F:26])[C:23]([O:27][CH2:29][C:30]3[CH:35]=[CH:34][CH:33]=[CH:32][CH:31]=3)=[CH:22][C:21]=2[O:28][CH2:17][C:20]2[CH:25]=[CH:24][CH:23]=[CH:22][CH:21]=2)[CH2:16][CH2:15]1)=[O:13])([CH3:10])([CH3:8])[CH3:9] |f:0.1.2|. Reported procedure: 241 mg (1.74 mmol, 3 eq) of potassium carbonate (325 mesh) are added to a solution of 181 mg (0.58 mmol, 1 eq) of 4-(5-fluoro-2,4-dihydroxyphenyl)piperidine-1-carboxylic acid tert-butyl ester in 3 ml of acetone. 152 μl (1.28 mmol, 2.2 eq) of benzyl bromide are added dropwise. The reaction medium is heated at 50° C. for 20 hours. The solvent is evaporated off and then the residue is taken up with a water/ethyl acetate mixture. The aqueous phase is extracted with ethyl acetate, and the organic pha... Starting materials: OC1=C2CCC(NC2=CC=C1)=O (5-hydroxy-3,4-dihydro-carbostyril), C1(=CC=CC=C1)SCCCCBr (4-phenylmercapto-butyl bromide). Yields the product C1(=CC=CC=C1)SCCCCOC1=C2CCC(NC2=CC=C1)=O (5-(4-Phenylmercapto-butoxy)-3,4-dihydro-carbostyril). As a reaction SMILES: [OH:1][C:2]1[CH:11]=[CH:10][CH:9]=[C:8]2[C:3]=1[CH2:4][CH2:5][C:6](=[O:12])[NH:7]2.[C:13]1([S:19][CH2:20][CH2:21][CH2:22][CH2:23]Br)[CH:18]=[CH:17][CH:16]=[CH:15][CH:14]=1>>[C:13]1([S:19][CH2:20][CH2:21][CH2:22][CH2:23][O:1][C:2]2[CH:11]=[CH:10][CH:9]=[C:8]3[C:3]=2[CH2:4][CH2:5][C:6](=[O:12])[NH:7]3)[CH:18]=[CH:17][CH:16]=[CH:15][CH:14]=1. Procedure details: Prepared analogous to Example 4 from 5-hydroxy-3,4-dihydro-carbostyril and 4-phenylmercapto-butyl bromide. Starting materials: O=C1COC2=C(N1CC1=CC=C(C=C1)OC)C=CC(=C2)CC(CC(=O)OCC)C2=CC=CC=C2 (ethyl 4-[3-oxo-4-[p-methoxybenzyl]-3,4-dihydro-2H-1,4-benzoxazin-7-yl]-3-phenylbutanoate). The reagents and catalysts are [Pd] (Pd/C). Run in C(C)O (ethanol). Yields the product O=C1COC2=C(N1)C=CC(=C2)CC(CC(=O)OCC)C2=CC=CC=C2 (Ethyl 4-[3-Oxo-3,4-dihydro-2H-1,4-benzoxazin-7-yl]-3-phenylbutanoate). Reaction SMILES: [O:1]=[C:2]1[N:7](CC2C=CC(OC)=CC=2)[C:6]2[CH:17]=[CH:18][C:19]([CH2:21][CH:22]([C:29]3[CH:34]=[CH:33][CH:32]=[CH:31][CH:30]=3)[CH2:23][C:24]([O:26][CH2:27][CH3:28])=[O:25])=[CH:20][C:5]=2[O:4][CH2:3]1>C(O)C.[Pd]>[O:1]=[C:2]1[NH:7][C:6]2[CH:17]=[CH:18][C:19]([CH2:21][CH:22]([C:29]3[CH:30]=[CH:31][CH:32]=[CH:33][CH:34]=3)[CH2:23][C:24]([O:26][CH2:27][CH3:28])=[O:25])=[CH:20][C:5]=2[O:4][CH2:3]1. Procedure details: To a solution of ethyl 4-[3-oxo-4-[p-methoxybenzyl]-3,4-dihydro-2H-1,4-benzoxazin-7-yl]-3-phenylbutanoate in ethanol is added 10% Pd/C and the compound hydrogenated in a Parr apparatus. Evaporation of the solvent yields the title compound. As a reaction SMILES: [BH4-:32].[BH4-:34].[CH3:35][OH:36].[Cl:1][c:2]1[cH:3][cH:4][c:5]2[c:10]([cH:11]1)[C:9](=[O:12])[CH:8]([CH2:13][N:14]1[CH2:15][CH2:16][C:17]3([C:18](=[O:28])[NH:19][CH2:20][N:21]3[c:22]3[cH:23][cH:24][cH:25][cH:26][cH:27]3)[CH2:29][CH2:30]1)[CH2:7][CH2:6]2.[ClH:31].[Na+:33].[OH2:37]>>[Cl:1][c:2]1[cH:3][cH:4][c:5]2[c:10]([cH:11]1)[CH:9]([OH:12])[CH:8]([CH2:13][N:14]1[CH2:15][CH2:16][C:17]3([C:18](=[O:28])[NH:19][CH2:20][N:21]3[c:22]3[cH:23][cH:24][cH:25][cH:26][cH:27]3)[CH2:29][CH2:30]1)[CH2:7][CH2:6]2. Yields the product O=C1NCN(c2ccccc2)C12CCN(CC1CCc3ccc(Cl)cc3C1O)CC2. Starting materials: [BH4-], [BH4-], CO, O=C1c2cc(Cl)ccc2CCC1CN1CCC2(CC1)C(=O)NCN2c1ccccc1, Cl, [Na+], O.